Dataset: the Open Reaction Database (ORD), a public repository of structured organic reaction records. Task: describe an organic reaction: reactants, conditions, products, and yield Starting materials: C=1(C=CC=C2C1C=CCCC2)C(=O)O (6,7-dihydro-5H-benzo[a]cycloheptene-1-carboxylic acid), Cl.C(C)N=C=NCCCN(C)C (1-ethyl-3-(3-dimethylaminopropyl)carbodiimide hydrochloride), O.ON1N=NC2=C1C=CC=C2 (1-hydroxybenzotriazole hydrate), FC(C(=O)O)(F)F (Trifluoroacetic acid), FC1=CC=C(C=C1)C(C(CC1=NC(=CC=C1)OC(C(F)F)(F)F)NC(OC(C)(C)C)=O)O (tert-butyl (1RS,2SR)-2-(4-fluorophenyl)-2-hydroxy-1-{[6-(1,1,2,2-tetrafluoroethoxy)pyridin-2-yl]methyl}ethylcarbamate), C(O)([O-])=O.[Na+] (sodium hydrogen carbonate). Solvent: O (water), C(C)#N (acetonitrile). Conditions: temperature 0 celsius, time 10 minute. The product is FC1=CC=C(C=C1)C(C(CC1=NC(=CC=C1)OC(C(F)F)(F)F)NC(=O)C=1C=CC=C2C1C=CCCC2)O (N-((1RS,2SR)-2-(4-fluorophenyl)-2-hydroxy-1-{[6-(1,1,2,2-tetrafluoroethoxy)pyridin-2-yl]methyl}ethyl)-6,7-dihydro-5H-benzo[a][7]annulene-1-carboxamide). As a reaction SMILES: FC(F)(F)C(O)=O.[F:8][C:9]1[CH:14]=[CH:13][C:12]([CH:15]([OH:39])[CH:16]([NH:31][C:32](=O)[O:33]C(C)(C)C)[CH2:17][C:18]2[CH:23]=[CH:22][CH:21]=[C:20]([O:24][C:25]([F:30])([F:29])[CH:26]([F:28])[F:27])[N:19]=2)=[CH:11][CH:10]=1.C(=O)([O-])O.[Na+].[C:45]1(C(O)=O)[CH:46]=[CH:47][CH:48]=[C:49]2[CH2:55][CH2:54][CH2:53][CH:52]=[CH:51][C:50]=12.Cl.C(N=C=NCCCN(C)C)C.O.ON1C2C=CC=CC=2N=N1>C(#N)C.O>[F:8][C:9]1[CH:10]=[CH:11][C:12]([CH:15]([OH:39])[CH:16]([NH:31][C:32]([C:48]2[CH:47]=[CH:46][CH:45]=[C:50]3[CH2:51][CH2:52][CH2:53][CH:54]=[CH:55][C:49]=23)=[O:33])[CH2:17][C:18]2[CH:23]=[CH:22][CH:21]=[C:20]([O:24][C:25]([F:30])([F:29])[CH:26]([F:28])[F:27])[N:19]=2)=[CH:13][CH:14]=1 |f:2.3,5.6,7.8|. Reported procedure: Trifluoroacetic acid (3 ml) was added to tert-butyl (1RS,2SR)-2-(4-fluorophenyl)-2-hydroxy-1-{[6-(1,1,2,2-tetrafluoroethoxy)pyridin-2-yl]methyl}ethylcarbamate (300 mg, 0.65 mmol) at 0° C., and the mixture was stirred at 0° C. for 10 min. To the reaction solution was added saturated aqueous sodium hydrogen carbonate and the mixture was extracted with ethyl acetate (20 ml×2). The extract was washed with saturated brine, dried (anhydrous magnesium sulfate) and evaporated under reduced pressure. To ... Starting materials: OCCBr, O=C([O-])[O-], CC(C)=O, Clc1ccc(C(OC2CCNCC2)c2ccccn2)cc1, [K+], [K+]. Product: OCCN1CCC(OC(c2ccc(Cl)cc2)c2ccccn2)CC1. RXN SMILES: [Br:22][CH2:23][CH2:24][OH:25].[C:26](=[O:27])([O-:28])[O-:29].[CH3:32][C:33](=[O:34])[CH3:35].[Cl:1][c:2]1[cH:3][cH:4][c:5]([CH:8]([O:9][CH:10]2[CH2:11][CH2:12][NH:13][CH2:14][CH2:15]2)[c:16]2[n:17][cH:18][cH:19][cH:20][cH:21]2)[cH:6][cH:7]1.[K+:30].[K+:31]>>[Cl:1][c:2]1[cH:3][cH:4][c:5]([CH:8]([O:9][CH:10]2[CH2:11][CH2:12][N:13]([CH2:23][CH2:24][OH:25])[CH2:14][CH2:15]2)[c:16]2[n:17][cH:18][cH:19][cH:20][cH:21]2)[cH:6][cH:7]1. The reactants are ClCC(=O)C1=C(C=CC(=C1)C)C (2-chloro-1-(2,5-dimethylphenyl)ethanone), C(C(C)O)O (propylene glycol), p-TsOH hydrate. The solvent is C=1(C(=CC=CC1)C)C (xylene). Reaction conditions: time 1.5 hour. The product is ClCC1(OCC(O1)C)C1=C(C=CC(=C1)C)C (2-Chloromethyl-4-methyl-2-(2,5-dimethylphenyl)-[1,3]dioxolane). As a reaction SMILES: [Cl:1][CH2:2][C:3]([C:5]1[CH:10]=[C:9]([CH3:11])[CH:8]=[CH:7][C:6]=1[CH3:12])=[O:4].[CH2:13](O)[CH:14]([OH:16])[CH3:15]>C1(C)C(C)=CC=CC=1>[Cl:1][CH2:2][C:3]1([C:5]2[CH:10]=[C:9]([CH3:11])[CH:8]=[CH:7][C:6]=2[CH3:12])[O:16][CH:14]([CH3:15])[CH2:13][O:4]1. Reported procedure: A mixture of 36.5 g [0.2 mol] of 2-chloro-1-(2,5-dimethylphenyl)ethanone, 22.8 g [0.3 mol] of propylene glycol, 3.6 g [0.02 mol] of p-TsOH hydrate and 150 ml of xylene is heated to boiling with a water trap for about 1.5 hours. Part of the xylene is then distilled off, and the reaction mixture is extracted at room temperature twice with 100 ml of water each time. The organic phase is dried over sodium sulfate and concentrated in vacuo, and volatiles are distilled off up to about 50° C./0.2 mbar.... Reactants: Brc1ccc(Br)nc1, C#Cc1ccc2c(ccn2CCO)c1, C1CCOC1, CC(C)NC(C)C, [Cu]I, Cl[Pd]Cl, c1ccc(P(c2ccccc2)c2ccccc2)cc1, c1ccc(P(c2ccccc2)c2ccccc2)cc1. Product: OCCn1ccc2cc(C#Cc3ccc(Br)cn3)ccc21. As a reaction SMILES: [Br:1][c:2]1[n:3][cH:4][c:5]([Br:8])[cH:6][cH:7]1.[C:9](#[CH:10])[c:11]1[cH:12][c:13]2[cH:14][cH:15][n:16]([CH2:20][CH2:21][OH:22])[c:17]2[cH:18][cH:19]1.[CH2:30]1[O:31][CH2:32][CH2:33][CH2:34]1.[CH:23]([NH:24][CH:25]([CH3:26])[CH3:27])([CH3:28])[CH3:29].[Cu:35][I:36].[Pd:37]([Cl:38])[Cl:39].[c:40]1([P:41]([c:42]2[cH:43][cH:44][cH:45][cH:46][cH:47]2)[c:48]2[cH:49][cH:50][cH:51][cH:52][cH:53]2)[cH:54][cH:55][cH:56][cH:57][cH:58]1.[c:59]1([P:60]([c:61]2[cH:62][cH:63][cH:64][cH:65][cH:66]2)[c:67]2[cH:68][cH:69][cH:70][cH:71][cH:72]2)[cH:73][cH:74][cH:75][cH:76][cH:77]1>>[c:2]1([C:10]#[C:9][c:11]2[cH:12][c:13]3[cH:14][cH:15][n:16]([CH2:20][CH2:21][OH:22])[c:17]3[cH:18][cH:19]2)[n:3][cH:4][c:5]([Br:8])[cH:6][cH:7]1. Starting materials: FC1=CC2=C(C(=NO2)C2CCNCC2)C=C1 (6-fluoro-3-(4-piperidinyl)-1,2-benzisoxazole), C(=O)([O-])[O-].[K+].[K+] (K2CO3), BrCCCOC1=C(C=C(C#N)C=C1)OC (4-(3-bromopropoxy)-3-methoxybenzonitrile). The solvent is C(C)#N (acetonitrile). Yields the product FC1=CC2=C(C(=NO2)C2CCN(CC2)CCCOC2=C(C=C(C#N)C=C2)OC)C=C1 (4-[3-[4-(6-fluoro-1,2-benzisoxazol-3-yl)-1-piperidinyl]propoxy]-3-methoxybenzonitrile). Yield: 68.2%. Reaction SMILES: [F:1][C:2]1[CH:16]=[CH:15][C:5]2[C:6]([CH:9]3[CH2:14][CH2:13][NH:12][CH2:11][CH2:10]3)=[N:7][O:8][C:4]=2[CH:3]=1.C([O-])([O-])=O.[K+].[K+].Br[CH2:24][CH2:25][CH2:26][O:27][C:28]1[CH:35]=[CH:34][C:31]([C:32]#[N:33])=[CH:30][C:29]=1[O:36][CH3:37]>C(#N)C>[F:1][C:2]1[CH:16]=[CH:15][C:5]2[C:6]([CH:9]3[CH2:10][CH2:11][N:12]([CH2:24][CH2:25][CH2:26][O:27][C:28]4[CH:35]=[CH:34][C:31]([C:32]#[N:33])=[CH:30][C:29]=4[O:36][CH3:37])[CH2:13][CH2:14]3)=[N:7][O:8][C:4]=2[CH:3]=1 |f:1.2.3|. Procedure: A mixture of 6-fluoro-3-(4-piperidinyl)-1,2-benzisoxazole (3.0 g, 13.6 mmol), K2CO3 (2.8 g), 4-(3-bromopropoxy)-3-methoxybenzonitrile (4.0 g, 14.8 mmol) in acetonitrile (70 ml) was heated at reflux for 3 hours. At the end of the reaction, the solvent was removed on a rotary evaporator. The organic material was extracted into dichloromethane (250 ml) and the inorganics were filtered off. The dichloromethane solution was concentrated to a crude oil. The purification was done by flash chromatograph... Reactants: CO, CON=C(C(=O)OC)c1cccs1, O. Product: CON=C(C(=O)O)c1cccs1. As a reaction SMILES: [CH3:15][OH:16].[O:1]([CH3:2])[N:3]=[C:4]([C:5](=[O:6])[O:7][CH3:8])[c:9]1[s:10][cH:11][cH:12][cH:13]1.[OH2:14]>>[O:1]([CH3:2])[N:3]=[C:4]([C:5](=[O:6])[OH:7])[c:9]1[s:10][cH:11][cH:12][cH:13]1. Reactants: C(C1=CC=CC=C1)OC(=O)NC1=C(C=C(C=C1)C=1OC=C(N1)C(=O)OC)C (Methyl 2-(4-{[(benzyloxy)carbonyl]amino}-3-methylphenyl)-1,3-oxazole-4-carboxylate). Reagents/catalysts: [Pd] (Pd/C). The solvent is CO (methanol). Yields the product NC1=C(C=C(C=C1)C=1OC=C(N1)C(=O)OC)C (Methyl 2-(4-amino-3-methylphenyl)-1,3-oxazole-4-carboxylate). Yield: 102.7%. As a reaction SMILES: C(OC([NH:11][C:12]1[CH:17]=[CH:16][C:15]([C:18]2[O:19][CH:20]=[C:21]([C:23]([O:25][CH3:26])=[O:24])[N:22]=2)=[CH:14][C:13]=1[CH3:27])=O)C1C=CC=CC=1>[Pd].CO>[NH2:11][C:12]1[CH:17]=[CH:16][C:15]([C:18]2[O:19][CH:20]=[C:21]([C:23]([O:25][CH3:26])=[O:24])[N:22]=2)=[CH:14][C:13]=1[CH3:27]. Reported procedure: The same operation as in Example (95b) was performed using methyl 2-(4-{[(benzyloxy)carbonyl]amino}-3-methylphenyl)-1,3-oxazole-4-carboxylate obtained in Example (109d) (0.4 g, 1.09 mmol), 10% Pd/C (0.2 g) and methanol (10 mL), to obtain 0.26 g of the title compound as a colorless oily substance (100%).